Dataset: the Open Reaction Database (ORD), a public repository of structured organic reaction records. Task: describe an organic reaction: reactants, conditions, products, and yield The reactants are ClC1=CC(=C(C=C1CO)S(=O)(=O)N)F (4-chloro-2-fluoro-5-(hydroxymethyl)benzenesulfonamide), P(Br)(Br)Br (PBr3). Run in C(Cl)Cl (DCM). Reaction conditions: time 24 hour. Yields the product BrCC=1C(=CC(=C(C1)S(=O)(=O)N)F)Cl (5-(bromomethyl)-4-chloro-2-fluorobenzenesulfonamide). Yield: 88.1%. RXN SMILES: [Cl:1][C:2]1[C:7]([CH2:8]O)=[CH:6][C:5]([S:10]([NH2:13])(=[O:12])=[O:11])=[C:4]([F:14])[CH:3]=1.P(Br)(Br)[Br:16]>C(Cl)Cl>[Br:16][CH2:8][C:7]1[C:2]([Cl:1])=[CH:3][C:4]([F:14])=[C:5]([S:10]([NH2:13])(=[O:12])=[O:11])[CH:6]=1. Reported procedure: To a solution of 2-chloro-4-fluoro-5-sulfamoylbenzoic acid (3.2 g, 12.65 mmol) in THF (10 mL) was added 1M BH3.THF (38 mL, 38.0 mmol). After stirring 12 h, the reaction mixture was quenched with MeOH and concentrated in vacuo. The residue was purified by chromatography (silica, EtOAc-Hex) to afford 4-chloro-2-fluoro-5-(hydroxymethyl)benzenesulfonamide (1.9 g). To a suspension of 4-chloro-2-fluoro-5-(hydroxymethyl)benzenesulfonamide (1.78 g, 7.43 mmol) in DCM (10 mL) was added PBr3 (2.21 g, 8.17 ... Reactants: COC1=CC(=C(C=C1)C(N1C(=CC2=NCNC=C21)C2=C(C=CC=C2)F)C=2SC=NN2)C(F)(F)F (5[(4-methoxy-2-trifluoromethyl-phenyl)-[1,3,4]thiadiazol-2-ylmethyl]-6-(2-fluorophenyl)-3H-pyrrolo[3,2-d]pyrimidine), FC1=C(C=CC=C1)C1=CC=2N=CN=CC2N1 (6-(2-fluorophenyl)-5H-pyrrolo[3,2-d]pyrimidine), FC(C1=C(C=CC(=C1)C(F)(F)F)C1=NN=C(S1)COS(=O)(=O)C)(F)F (methanesulfonic acid [5-(2,4-bis-trifluoromethylphenyl)-[1,3,4]thiadiazol-2-yl]-methanyl ester). The product is FC(C1=C(C=CC(=C1)C(F)(F)F)C1=NN=C(S1)CN1C=NC=2C(=C1)N=C(C2)C2=C(C=CC=C2)F)(F)F (3-[5-(2,4-Bis-trifluoromethylphenyl)-[1,3,4]thiadiazol-2-ylmethyl]-6-(2-fluorophenyl)-3H-pyrrolo[3,2-d]pyrimidine). The yield is 5.0%. RXN SMILES: COC1C=CC(C(C2SC=NN=2)[N:10]2[C:18]3[C:13](=[N:14][CH2:15][NH:16][CH:17]=3)[CH:12]=[C:11]2[C:19]2[CH:24]=[CH:23][CH:22]=[CH:21][C:20]=2[F:25])=C(C(F)(F)F)C=1.FC1C=CC=CC=1C1NC2C=NC=NC=2C=1.[F:51][C:52]([F:75])([F:74])[C:53]1[CH:58]=[C:57]([C:59]([F:62])([F:61])[F:60])[CH:56]=[CH:55][C:54]=1[C:63]1[S:67][C:66]([CH2:68]OS(C)(=O)=O)=[N:65][N:64]=1>>[F:75][C:52]([F:51])([F:74])[C:53]1[CH:58]=[C:57]([C:59]([F:62])([F:60])[F:61])[CH:56]=[CH:55][C:54]=1[C:63]1[S:67][C:66]([CH2:68][N:16]2[CH:17]=[C:18]3[N:10]=[C:11]([C:19]4[CH:24]=[CH:23][CH:22]=[CH:21][C:20]=4[F:25])[CH:12]=[C:13]3[N:14]=[CH:15]2)=[N:65][N:64]=1. Procedure: Prepared analogously to the method described for 3-[5[(4-methoxy-2-trifluoromethyl-phenyl)-[1,3,4]thiadiazol-2-ylmethyl]-6-(2-fluorophenyl)-3H-pyrrolo[3,2-d]pyrimidine beginning with 6-(2-fluorophenyl)-5H-pyrrolo[3,2-d]pyrimidine (200 mg, 0.93 mmol) and methanesulfonic acid [5-(2,4-bis-trifluoromethylphenyl)-[1,3,4]thiadiazol-2-yl]-methanyl ester (568 mg, 1.40 mmol) which produced 9 mg (5%) of the title compound. LCMS calculated for C23H12F7N5S: 523.4, found 524.01 (M+H)+. The reactants are O=Cc1ccc(O)cc1Br, N#Cc1ccc(C(F)(F)F)cc1F, [Na+], CN(C)C=O, [OH-]. Product: N#Cc1ccc(C(F)(F)F)cc1Oc1ccc(C=O)c(Br)c1. RXN SMILES: [Br:14][c:15]1[c:16]([CH:17]=[O:18])[cH:19][cH:20][c:21]([OH:23])[cH:22]1.[F:1][c:2]1[c:3]([C:4]#[N:5])[cH:6][cH:7][c:8]([C:10]([F:11])([F:12])[F:13])[cH:9]1.[Na+:25].[O:26]=[CH:27][N:28]([CH3:29])[CH3:30].[OH-:24]>>[c:2]1([O:23][c:21]2[cH:20][cH:19][c:16]([CH:17]=[O:18])[c:15]([Br:14])[cH:22]2)[c:3]([C:4]#[N:5])[cH:6][cH:7][c:8]([C:10]([F:11])([F:12])[F:13])[cH:9]1. Reaction SMILES: [CH3:14][c:15]1[cH:16][cH:17][c:18]([C:20](=[O:21])[OH:22])[s:19]1.[Cl-:13].[NH2:1][c:2]1[s:3][c:4]2[c:5]([n:6]1)[c:7]([F:12])[cH:8][c:9]([F:11])[cH:10]2>>[NH:1]([c:2]1[s:3][c:4]2[c:5]([n:6]1)[c:7]([F:12])[cH:8][c:9]([F:11])[cH:10]2)[C:20]([c:18]1[cH:17][cH:16][c:15]([CH3:14])[s:19]1)=[O:21]. Starting materials: Cc1ccc(C(=O)O)s1, [Cl-], Nc1nc2c(F)cc(F)cc2s1. Product: Cc1ccc(C(=O)Nc2nc3c(F)cc(F)cc3s2)s1. RXN SMILES: C[CH:2]1[C:7]([CH2:11][C:12]2[CH:17]=[CH:16][CH:15]=[CH:14][C:13]=2[Br:18])(C(O)=O)[C:6](=[O:19])[CH2:5][CH2:4][N:3]1C(=O)C1C=CC=CC=1.[ClH:28]>>[ClH:28].[Br:18][C:13]1[CH:14]=[CH:15][CH:16]=[CH:17][C:12]=1[CH2:11][CH:7]1[C:6](=[O:19])[CH2:5][CH2:4][NH:3][CH2:2]1 |f:2.3|. Reported procedure: The ketoester (18.5 g, 0.043 mol) from Example 101 was suspended in 6N hydrochloric acid and refluxed for 18 hours. The reaction was cooled and the benzoic acid was filtered and washed with water. The filtrate was washed with ether (2×75 ml) and the aqueous layer was concentrated under reduced pressure. The crude residue was crystallized from ethanol and ethyl ether to produce the title compound (10.1 g, 77%) as a white solid, mp 198°-200° C. Starting materials: CC1N(CCC(C1(C(=O)O)CC1=C(C=CC=C1)Br)=O)C(C1=CC=CC=C1)=O (Methyl 1-(benzoyl)-3-[(2-bromophenyl)methyl]-4-oxo-3-piperidinecarboxylic acid), Cl (hydrochloric acid). The product is Cl.BrC1=C(C=CC=C1)CC1CNCCC1=O (3-[(2-Bromophenyl)methyl]-4-piperidinone monohydrochloride). Isolated yield 77.0%. The reactants are C1OCC12CNC2 (2-oxa-6-aza-spiro[3.3]heptane), BrC1=CC=C(CBr)C=C1 (4-bromobenzyl bromide), C([O-])([O-])=O.[K+].[K+] (potassium carbonate). Reagents/catalysts: [I-].[Na+] (sodium iodide). Solvent: C1CCOC1 (THF). Run at time 16 hour. The product is BrC1=CC=C(CN2CC3(COC3)C2)C=C1 (6-(4-Bromobenzyl)-2-oxa-6-aza-spiro[3.3]heptane). The yield is 67.8%. RXN SMILES: [CH2:1]1[C:4]2([CH2:7][NH:6][CH2:5]2)[CH2:3][O:2]1.[Br:8][C:9]1[CH:16]=[CH:15][C:12]([CH2:13]Br)=[CH:11][CH:10]=1.C(=O)([O-])[O-].[K+].[K+]>C1COCC1.[I-].[Na+]>[Br:8][C:9]1[CH:16]=[CH:15][C:12]([CH2:13][N:6]2[CH2:7][C:4]3([CH2:3][O:2][CH2:1]3)[CH2:5]2)=[CH:11][CH:10]=1 |f:2.3.4,6.7|. Procedure details: A mixture of 2-oxa-6-aza-spiro[3.3]heptane (˜3.72 mmol), 4-bromobenzyl bromide (0.39 g, 1.54 mmol), potassium carbonate (0.64, 4.63 mmol) and sodium iodide (11 mg, 0.08 mmol) in THF (10 mL) was stirred at ambient temperature for 16 h. The solid was removed by filtration, washed with THF and the combined filtrate was evaporated. The resultant residue was purified by flash chromatography (silica, 12 g column, ISCO, 0-100% ethyl acetate in pentane then 10% methanol in DCM) to afford the title compo... Reactants: CN(C)C=O, ClCCl, O=C(O)Cc1ccccc1I, CSc1nc(N)nc(-c2ccco2)c1C#N, O=S(Cl)Cl, c1ccncc1. The product is CSc1nc(NC(=O)Cc2ccccc2I)nc(-c2ccco2)c1C#N. Reaction SMILES: [CH3:41][N:42]([CH3:43])[CH:44]=[O:45].[Cl:38][CH2:39][Cl:40].[I:1][c:2]1[c:3]([CH2:8][C:9](=[O:10])[OH:11])[cH:4][cH:5][cH:6][cH:7]1.[NH2:16][c:17]1[n:18][c:19]([S:30][CH3:31])[c:20]([C:28]#[N:29])[c:21](-[c:23]2[o:24][cH:25][cH:26][cH:27]2)[n:22]1.[S:12]([Cl:13])([Cl:14])=[O:15].[cH:32]1[cH:33][cH:34][n:35][cH:36][cH:37]1>>[I:1][c:2]1[c:3]([CH2:8][C:9](=[O:11])[NH:16][c:17]2[n:18][c:19]([S:30][CH3:31])[c:20]([C:28]#[N:29])[c:21](-[c:23]3[o:24][cH:25][cH:26][cH:27]3)[n:22]2)[cH:4][cH:5][cH:6][cH:7]1.